describe an organic reaction: reactants, conditions, products, and yield From a dataset of the Open Reaction Database (ORD), a public repository of structured organic reaction records. Starting materials: CC(C)=O, CCOc1cc(C(CS(C)(=O)=O)N2C(=O)c3cccc(NC(=O)CCl)c3C2=O)ccc1OC, [N-]=[N+]=[N-], [Na+], O, c1ccc(P(c2ccccc2)c2ccccc2)cc1. Product: CCOc1cc(C(CS(C)(=O)=O)N2C(=O)c3cccc(NC(=O)CN)c3C2=O)ccc1OC. RXN SMILES: [CH3:58][C:59](=[O:60])[CH3:61].[Cl:1][CH2:2][C:3](=[O:4])[NH:5][c:6]1[c:7]2[c:11]([cH:12][cH:13][cH:14]1)[C:10](=[O:15])[N:9]([CH:16]([CH2:17][S:18](=[O:19])(=[O:20])[CH3:21])[c:22]1[cH:23][c:24]([O:30][CH2:31][CH3:32])[c:25]([O:28][CH3:29])[cH:26][cH:27]1)[C:8]2=[O:33].[N-:35]=[N+:36]=[N-:37].[Na+:34].[OH2:57].[c:38]1([P:39]([c:40]2[cH:41][cH:42][cH:43][cH:44][cH:45]2)[c:46]2[cH:47][cH:48][cH:49][cH:50][cH:51]2)[cH:52][cH:53][cH:54][cH:55][cH:56]1>>[CH2:2]([C:3](=[O:4])[NH:5][c:6]1[c:7]2[c:11]([cH:12][cH:13][cH:14]1)[C:10](=[O:15])[N:9]([CH:16]([CH2:17][S:18](=[O:19])(=[O:20])[CH3:21])[c:22]1[cH:23][c:24]([O:30][CH2:31][CH3:32])[c:25]([O:28][CH3:29])[cH:26][cH:27]1)[C:8]2=[O:33])[NH2:35]. Starting materials: O=[N+]([O-])c1sc2ccc(Cl)cc2c1Br, N. Yields the product Nc1c([N+](=O)[O-])sc2ccc(Cl)cc12. Reaction SMILES: [Br:1][c:2]1[c:3]2[c:4]([s:5][c:6]1[N+:7](=[O:8])[O-:9])[cH:10][cH:11][c:12]([Cl:14])[cH:13]2.[NH3:15]>>[c:2]1([NH2:15])[c:3]2[c:4]([s:5][c:6]1[N+:7](=[O:8])[O-:9])[cH:10][cH:11][c:12]([Cl:14])[cH:13]2. Starting materials: Cl.COC=1C=C2CCNC(C2=CC1OC)C1(CCC1)C1=CC=C(C=C1)C1=CC=CC=C1 (6,7-dimethoxy-1-[1-(4-biphenylyl)cyclobutyl]-1,2,3,4-tetrahydroisoquinoline hydrochloride), C=O (formaldehyde), C(#N)[BH3-].[Na+] (sodium cyanoborohydride). Solvent: CO (methanol). Reaction conditions: time 24 hour. Yields the product Cl.OC=1C=C2CCN(C(C2=CC1O)C1(CCC1)C1=CC=C(C=C1)C1=CC=CC=C1)C (6,7-dihydroxy-2-methyl-1-[1-(4-biphenylyl)cyclobutyl]-1,2,3,4-tetrahydroisoquinoline hydrochloride). Isolated yield 32.5%. Reaction SMILES: [ClH:1].C[O:3][C:4]1[CH:5]=[C:6]2[C:11](=[CH:12][C:13]=1[O:14]C)[CH:10]([C:16]1([C:20]3[CH:25]=[CH:24][C:23]([C:26]4[CH:31]=[CH:30][CH:29]=[CH:28][CH:27]=4)=[CH:22][CH:21]=3)[CH2:19][CH2:18][CH2:17]1)[NH:9][CH2:8][CH2:7]2.C=O.[C:34]([BH3-])#N.[Na+]>CO>[ClH:1].[OH:3][C:4]1[CH:5]=[C:6]2[C:11](=[CH:12][C:13]=1[OH:14])[CH:10]([C:16]1([C:20]3[CH:21]=[CH:22][C:23]([C:26]4[CH:27]=[CH:28][CH:29]=[CH:30][CH:31]=4)=[CH:24][CH:25]=3)[CH2:17][CH2:18][CH2:19]1)[N:9]([CH3:34])[CH2:8][CH2:7]2 |f:0.1,3.4,6.7|. Procedure details: A mixture of 6,7-dimethoxy-1-[1-(4-biphenylyl)cyclobutyl]-1,2,3,4-tetrahydroisoquinoline hydrochloride (3.5 g, prepared as described in Example RC20), methanol (50 ml), 37% aqueous formaldehyde solution (5 ml) and sodium cyanoborohydride (2.08 g) was stirred at ambient temperature for 24 hours. The solvents were removed in vacuo and the residue was partitioned between aqueous sodium hydroxide solution and ether. The ether extracts were dried over magnesium sulphate, the solution was filtered and... Reactants: [H][H] (hydrogen), CCCCC[C@@H](/C=C/[C@H]1[C@@H](CC(=O)[C@@H]1CCCCCCC(=O)O)O)O (PGE1), 15-methyl ether, C(C)(=O)O (acetic acid). Solvent: O (water). Conditions: temperature 60 celsius. The product is CCCCC[C@@H](/C=C/[C@H]1C=CC(=O)[C@@H]1CCCCCCC(=O)O)O (PGA1), title compound. As a reaction SMILES: [H][H].[CH3:3][CH2:4][CH2:5][CH2:6][CH2:7][C@H:8]([OH:27])/[CH:9]=[CH:10]/[C@@H:11]1[C@@H:16]([CH2:17][CH2:18][CH2:19][CH2:20][CH2:21][CH2:22][C:23]([OH:25])=[O:24])[C:14](=[O:15])[CH2:13][C@H:12]1O.C(O)(=O)C>O>[CH3:3][CH2:4][CH2:5][CH2:6][CH2:7][C@H:8]([OH:27])/[CH:9]=[CH:10]/[C@@H:11]1[C@@H:16]([CH2:17][CH2:18][CH2:19][CH2:20][CH2:21][CH2:22][C:23]([OH:25])=[O:24])[C:14](=[O:15])[CH:13]=[CH:12]1. Procedure details: Refer to Chart E, wherein E is --CH=CH--, R2 is methyl, R4 is hydrogen, V is --(CH2)5 --, and W is 1-pentyl. A mixture of PGE1, 15-methyl ether, (0.4 g.), glacial acetic acid (9 ml.), and water (1 ml.) is heated under nitrogen at 60° C. for 18 hrs. The mixture is concentrated under reduced pressure, and the residue is subjected to silica gel chromatography, eluting with 25-100% ethyl acetate-Skellysolve B. The fractions shown by TLC to contain the desired product free of starting material and im... Starting materials: ClC=1C=C(C=CC1Cl)C1=NC=2N(C(=C1)C(F)F)N=CC2C(=O)O (5-(3,4-dichloro-phenyl)-7-difluoromethyl-pyrazolo[1,5-a]pyrimidine-3-carboxylic acid), CN1CCN(CC1)S(=O)(=O)C=1C=C(C=CC1)N (3-(4-methyl-piperazine-1-sulfonyl)-phenylamine). Product: CN1CCN(CC1)S(=O)(=O)C=1C=C(C=CC1)NC(=O)C=1C=NN2C1N=C(C=C2C(F)F)C2=CC(=C(C=C2)Cl)Cl (5-(3,4-Dichloro-phenyl)-7-difluoromethyl-pyrazolo[1,5-a]pyrimidine-3-carboxylic acid[3-(4-methyl-piperazine-1-sulfonyl)-phenyl]-amide). Reaction SMILES: [Cl:1][C:2]1[CH:3]=[C:4]([C:9]2[CH:14]=[C:13]([CH:15]([F:17])[F:16])[N:12]3[N:18]=[CH:19][C:20]([C:21](O)=[O:22])=[C:11]3[N:10]=2)[CH:5]=[CH:6][C:7]=1[Cl:8].[CH3:24][N:25]1[CH2:30][CH2:29][N:28]([S:31]([C:34]2[CH:35]=[C:36]([NH2:40])[CH:37]=[CH:38][CH:39]=2)(=[O:33])=[O:32])[CH2:27][CH2:26]1>>[CH3:24][N:25]1[CH2:30][CH2:29][N:28]([S:31]([C:34]2[CH:35]=[C:36]([NH:40][C:21]([C:20]3[CH:19]=[N:18][N:12]4[C:13]([CH:15]([F:16])[F:17])=[CH:14][C:9]([C:4]5[CH:5]=[CH:6][C:7]([Cl:8])=[C:2]([Cl:1])[CH:3]=5)=[N:10][C:11]=34)=[O:22])[CH:37]=[CH:38][CH:39]=2)(=[O:33])=[O:32])[CH2:27][CH2:26]1. Procedure: The title compound was prepared from 5-(3,4-dichloro-phenyl)-7-difluoromethyl-pyrazolo[1,5-a]pyrimidine-3-carboxylic acid (example C.7) and 3-(4-methyl-piperazine-1-sulfonyl)-phenylamine [CAS 436095-35-1] according to general procedure II. Yellow solid. MS (ISP) 595.3 [(M+H)+]; mp 229° C. The reactants are ClC1=C(C=CC=C1)C(O)C1=CC=C(C=C1)Cl ((2-chlorophenyl)(4-chlorophenyl)methanol), S(=O)(Cl)Cl (thionyl chloride). Solvent: C(Cl)(Cl)Cl (chloroform). Conditions: time 18 hour. Yields the product ClC1=C(C=CC=C1)C(C1=CC=C(C=C1)Cl)Cl ((2-chlorophenyl)(4-chlorophenyl)methyl chloride). The yield is 102.3%. As a reaction SMILES: [Cl:1][C:2]1[CH:7]=[CH:6][CH:5]=[CH:4][C:3]=1[CH:8]([C:10]1[CH:15]=[CH:14][C:13]([Cl:16])=[CH:12][CH:11]=1)O.S(Cl)([Cl:19])=O>C(Cl)(Cl)Cl>[Cl:1][C:2]1[CH:7]=[CH:6][CH:5]=[CH:4][C:3]=1[CH:8]([Cl:19])[C:10]1[CH:15]=[CH:14][C:13]([Cl:16])=[CH:12][CH:11]=1. Reported procedure: A stirred solution of 9.0 grams (0.036 mole) of (2-chlorophenyl)(4-chlorophenyl)methanol in 90 mL of chloroform was cooled to 0° C., and 5.3 mL (0.072 mole) of thionyl chloride was added. Upon completion of the addition the reaction mixture was allowed to warm to ambient temperature, where it stirred for about 18 hours. After this time the reaction mixture was filtered and concentrated under reduced pressure. The filtrate was taken up in hexane and subjected to column chromatography on silica ge... Reactants: C(C)(=O)O[C@H]1[C@H](OC=2C=NC=CC2Br)SC[C@H]([C@@H]1OC(C)=O)OC(C)=O (4-bromo-3-pyridinyl 2,3,4-tri-O-acetyl-5-thio-β-D-xylopyranoside), FC(C1=CC=C(C=C1)B(O)O)(F)F (4-(trifluoromethyl)-phenylboronic acid). Product: C(C)(=O)O[C@H]1[C@H](OC=2C=NC=CC2C2=CC=C(C=C2)C(F)(F)F)SC[C@H]([C@@H]1OC(C)=O)OC(C)=O (4-[4-(trifluoromethyl)phenyl]-3-pyridinyl 2,3,4-tri-O-acetyl-5-thio-β-D-xylopyranoside), powder. Yield: 31.0%. As a reaction SMILES: [C:1]([O:4][C@@H:5]1[C@@H:18]([O:19][C:20](=[O:22])[CH3:21])[C@H:17]([O:23][C:24](=[O:26])[CH3:25])[CH2:16][S:15][C@H:6]1[O:7][C:8]1[CH:9]=[N:10][CH:11]=[CH:12][C:13]=1Br)(=[O:3])[CH3:2].[F:27][C:28]([F:39])([F:38])[C:29]1[CH:34]=[CH:33][C:32](B(O)O)=[CH:31][CH:30]=1>>[C:1]([O:4][C@@H:5]1[C@@H:18]([O:19][C:20](=[O:22])[CH3:21])[C@H:17]([O:23][C:24](=[O:26])[CH3:25])[CH2:16][S:15][C@H:6]1[O:7][C:8]1[CH:9]=[N:10][CH:11]=[CH:12][C:13]=1[C:32]1[CH:33]=[CH:34][C:29]([C:28]([F:39])([F:38])[F:27])=[CH:30][CH:31]=1)(=[O:3])[CH3:2]. Procedure: By following a procedure analogous to Example 27 starting from 4-bromo-3-pyridinyl 2,3,4-tri-O-acetyl-5-thio-β-D-xylopyranoside and 4-(trifluoromethyl)-phenylboronic acid, 4-[4-(trifluoromethyl)phenyl]-3-pyridinyl 2,3,4-tri-O-acetyl-5-thio-β-D-xylopyranoside is obtained in the form of a white powder (yield=31%).